Task: describe an organic reaction: reactants, conditions, products, and yield. Dataset: the Open Reaction Database (ORD), a public repository of structured organic reaction records Reactants: ClC=1C=CC2=C(N=C(O2)C=2C=CC(=C(N)C2)NC2CCOCC2)C1 (5-chloro-2-(2-(tetrahydropyran-4-yl)aminoanilin-5-yl)benzoxazole), C1(=CC=C(C=C1)S(=O)(=O)O)C (p-toluenesulfonic acid), C(O)([O-])=O.[Na+] (sodium hydrogen carbonate). Run in C(OCC)(OCC)OCC (triethyl orthoformate). Run at temperature 100 celsius, time 2 hour. Product: ClC=1C=CC2=C(N=C(O2)C2=CC3=C(N(C=N3)C3CCOCC3)C=C2)C1 (5-(5-chlorobenzoxazol-2-yl)-1-(tetrahydropyran-4-yl)benzimidazole). The yield is 973.4%. Reaction SMILES: [Cl:1][C:2]1[CH:3]=[CH:4][C:5]2[O:9][C:8]([C:10]3[CH:11]=[CH:12][C:13]([NH:17][CH:18]4[CH2:23][CH2:22][O:21][CH2:20][CH2:19]4)=[C:14]([CH:16]=3)[NH2:15])=[N:7][C:6]=2[CH:24]=1.[C:25]1(C)C=CC(S(O)(=O)=O)=CC=1.C(=O)([O-])O.[Na+]>C(OCC)(OCC)OCC>[Cl:1][C:2]1[CH:3]=[CH:4][C:5]2[O:9][C:8]([C:10]3[CH:11]=[CH:12][C:13]4[N:17]([CH:18]5[CH2:19][CH2:20][O:21][CH2:22][CH2:23]5)[CH:25]=[N:15][C:14]=4[CH:16]=3)=[N:7][C:6]=2[CH:24]=1 |f:2.3|. Procedure: To a solution of 5-chloro-2-(2-(tetrahydropyran-4-yl)aminoanilin-5-yl)benzoxazole (see Working Example 100-2) (300 mg, 0.873 mmol) in triethyl orthoformate (5 mL) was added p-toluenesulfonic acid (10 mg), and this was stirred at 100° C. for 2 hours. After the reaction was complete, saturated aqueous sodium hydrogen carbonate solution was added, and this was extracted with chloroform. The organic layer obtained was dried over anhydrous sodium sulfate, filtered, and concentrated to give crude crys...